Dataset: the Open Reaction Database (ORD), a public repository of structured organic reaction records. Task: describe an organic reaction: reactants, conditions, products, and yield Starting materials: NC1=CC=C2C=CC(=CC2=C1)N1[CH-]OC(C1=O)COC (3-(7-amino-2-naphthyl)-5-methoxymethyl-2-oxazolidone), O (water), Cl (hydrochloric acid), CO (methanol), N(=O)[O-].[Na+] (sodium nitrite), O (water). The product is COCC1C(N([CH-]O1)C1=CC2=CC(=CC=C2C=C1)OC)=O (5-methoxymethyl-3-(7-methoxy-2-naphthyl)-2-oxazolidone), OC1=CC=C2C=CC(=CC2=C1)N1[CH-]OC(C1=O)COC (3-(7-hydroxy-2-naphthyl)-5-methoxymethyl-2-oxazolidone). RXN SMILES: N([O-])=[O:2].[Na+].[OH2:5].N[C:7]1[CH:16]=[C:15]2[C:10]([CH:11]=[CH:12][C:13]([N:17]3[C:21](=[O:22])[CH:20]([CH2:23][O:24][CH3:25])[O:19][CH-:18]3)=[CH:14]2)=[CH:9][CH:8]=1.Cl.[CH3:27]O>>[CH3:25][O:24][CH2:23][CH:20]1[O:19][CH-:18][N:17]([C:13]2[CH:12]=[CH:11][C:10]3[C:15](=[CH:16][C:7]([O:5][CH3:27])=[CH:8][CH:9]=3)[CH:14]=2)[C:21]1=[O:22].[OH:2][C:7]1[CH:16]=[C:15]2[C:10]([CH:11]=[CH:12][C:13]([N:17]3[C:21](=[O:22])[CH:20]([CH2:23][O:24][CH3:25])[O:19][CH-:18]3)=[CH:14]2)=[CH:9][CH:8]=1 |f:0.1|. Reported procedure: A solution of 0.97 g of sodium nitrite is 6 ml of water is added dropwise at 0° to 5° C. to a mixture of 3.47 g of 3-(7-amino-2-naphthyl)-5-methoxymethyl-2-oxazolidone, 6 ml of water and 3.3 ml of conc. hydrochloric acid. After the mixture is stirred for a few minutes, 100 ml of methanol are added thereto. The mixture is stirred at room temperature for 7 hours and then allowed to stand in a refrigerator overnight. The reaction mixture is extracted with ethyl acetate and the extract is washed and... Starting materials: [OH-].[Na+] (NaOH), C(C=C)(=O)Cl (acryloyl chloride), sodium isopropylbenzene peroxide, OO.C(C)(C)C1=CC=CC=C1 (isopropylbenzene hydrogen peroxide), C1=CC=CC=2SC3=CC=CC=C3NC12 (phenothiazine), C1=CC=CC=2SC3=CC=CC=C3NC12 (phenothiazine). The solvent is CC(=O)C (acetone), CC(=O)C (acetone). Yields the product C(C=C)(=O)O.C(C)(C)OOC1=CC=CC=C1 (isopropylphenyl peroxide acrylate). The yield is 79.7%. Reaction SMILES: [OH-:1].[Na+].[OH:3]O.C([C:8]1[CH:13]=[CH:12][CH:11]=[CH:10][CH:9]=1)(C)C.[CH:14]1[C:27]2NC3C(=CC=CC=3)SC=2C=C[CH:15]=1.[C:28](Cl)(=[O:31])[CH:29]=[CH2:30]>CC(C)=O>[C:28]([OH:31])(=[O:1])[CH:29]=[CH2:30].[CH:14]([O:1][O:3][C:8]1[CH:9]=[CH:10][CH:11]=[CH:12][CH:13]=1)([CH3:27])[CH3:15] |f:0.1,2.3,7.8|. Reported procedure: Drop 100 mL of NaOH solution at a mass percentage of 10% into isopropylbenzene hydrogen peroxide (29.9924 g, 0.2 mol) solution dissolved in acetone (20 mL) and added with phenothiazine (0.0198 g, 0.2 mmol), and control the temperature at 0˜15° C. After completedly adding, let it react for 40 min to generate a sodium isopropylbenzene peroxide solution. Then drop the acryloyl chloride (36.1094 g, 0.4 mol) solution dissolved in acetone (20 mL) and added with phenothiazine (0.0195 g, 0.01 mmol), con... The reactants are BrC1=NC=C(C=C1)C=O (2-bromo-5-formylpyridine), C(C=C)(=O)OC (methyl acrylate), C1(=C(C=CC=C1)P(C1=C(C=CC=C1)C)C1=C(C=CC=C1)C)C (tri-(o-tolyl)phosphine), C(C)(=O)[O-].[Na+] (sodium acetate). Reagents/catalysts: [CH2-]C=C.[CH2-]C=C.Cl[Pd+].Cl[Pd+] (allyl palladium (II) chloride dimer). Solvent: CN(C)C=O (DMF). Run at temperature 170 celsius. Product: C(=O)C=1C=CC(=NC1)/C=C/C(=O)OCC (Ethyl (2E)-3-(5-formyl-2-pyridinyl)-2-propenoate). The yield is 93.7%. Reaction SMILES: Br[C:2]1[CH:7]=[CH:6][C:5]([CH:8]=[O:9])=[CH:4][N:3]=1.[C:10]([O:14][CH3:15])(=[O:13])[CH:11]=[CH2:12].[C:16]1(C)C=CC=CC=1P(C1C=CC=CC=1C)C1C=CC=CC=1C.C([O-])(=O)C.[Na+]>CN(C=O)C.[CH2-]C=C.[CH2-]C=C.Cl[Pd+].Cl[Pd+]>[CH:8]([C:5]1[CH:6]=[CH:7][C:2](/[CH:12]=[CH:11]/[C:10]([O:14][CH2:15][CH3:16])=[O:13])=[N:3][CH:4]=1)=[O:9] |f:3.4,6.7.8.9|. Procedure details: A mixture of 2-bromo-5-formylpyridine (500 mg, 2.6 mmol), methyl acrylate (0.6 ml, 6.5 mmol), tri-(o-tolyl)phosphine (80 mg, 0.26 mmol), allyl palladium (II) chloride dimer (47 mg, 0.13 mmol) and sodium acetate (1.08 g, 8 mmol) in DMF (10 ml) was heated at 170° C. in a microwave reactor for 0.75 h. The reaction mixture was filtered through Celite® then diluted with DCM and water. The organic phase was dried, concentrated in vacuo and purified by chromatography to give the title compound as a whi... The product is BrC=1C=C(C=CC1)N1N=C(N=C1)OC(C)C(=O)NC1CC1 (1-(3-bromophenyl)-3-(1-cyclopropylaminocarbonylethoxy)-1,2,4-1H-triazole). Reported procedure: Three g of the compound of Example 38 was dissolved in 20 ml of dimethylformamide, 2.4 g of carbonyldiimidazole was added, and the solution was stirred at room temperature for 20 minutes. To it was added 1.1 g of cyclopropylamine, and the mixture was stirred for 16 hours more. It was then poured over ice-water, and the product was collected, dried and recrystallized from ethanol to obtain 2.1 g of the desired product, m.p. 134°-135°. Reaction SMILES: [Br:1][C:2]1[CH:3]=[C:4]([N:8]2[CH:12]=[N:11][C:10]([O:13][CH:14]([C:16]([OH:18])=O)[CH3:15])=[N:9]2)[CH:5]=[CH:6][CH:7]=1.C(N1C=CN=C1)(N1C=CN=C1)=O.[CH:31]1([NH2:34])[CH2:33][CH2:32]1>CN(C)C=O>[Br:1][C:2]1[CH:3]=[C:4]([N:8]2[CH:12]=[N:11][C:10]([O:13][CH:14]([C:16]([NH:34][CH:31]3[CH2:33][CH2:32]3)=[O:18])[CH3:15])=[N:9]2)[CH:5]=[CH:6][CH:7]=1. Solvent: CN(C=O)C (dimethylformamide). Run at time 20 minute. Starting materials: ice water, BrC=1C=C(C=CC1)N1N=C(N=C1)OC(C)C(=O)O (1-(3-bromophenyl)-3-(1-carboxyethoxy)-1,2,4-1H-triazole), C1(CC1)N (cyclopropylamine), C(=O)(N1C=NC=C1)N1C=NC=C1 (carbonyldiimidazole). Starting materials: CCOP(=O)(C#N)OCC, CN(C)CCN, [Cl-], O=C(O)c1ccc2c([N+](=O)[O-])cc3c(c2c1)C(CCl)CN3, N, [Na+], CN(C)C=O. Yields the product CN(C)CCNC(=O)c1ccc2c([N+](=O)[O-])cc3c(c2c1)C(CCl)CN3. RXN SMILES: [C:28]([P:29](=[O:30])([O:31][CH2:32][CH3:33])[O:34][CH2:35][CH3:36])#[N:37].[CH3:22][N:23]([CH2:24][CH2:25][NH2:26])[CH3:27].[Cl-:39].[Cl:1][CH2:2][CH:3]1[CH2:4][NH:5][c:6]2[cH:7][c:8]([N+:19](=[O:20])[O-:21])[c:9]3[c:10]([c:11]21)[cH:12][c:13]([C:16](=[O:17])[OH:18])[cH:14][cH:15]3.[NH3:38].[Na+:40].[O:41]=[CH:42][N:43]([CH3:44])[CH3:45]>>[Cl:1][CH2:2][CH:3]1[CH2:4][NH:5][c:6]2[cH:7][c:8]([N+:19](=[O:20])[O-:21])[c:9]3[c:10]([c:11]21)[cH:12][c:13]([C:16](=[O:18])[NH:26][CH2:25][CH2:24][N:23]([CH3:22])[CH3:27])[cH:14][cH:15]3. Starting materials: CC1CN(Cc2ccccc2)CCN1C(=O)OC(C)(C)C, CCO. The product is CC1CNCCN1C(=O)OC(C)(C)C. Reaction SMILES: [CH2:1]([c:2]1[cH:3][cH:4][cH:5][cH:6][cH:7]1)[N:8]1[CH2:9][CH:10]([CH3:21])[N:11]([C:14](=[O:15])[O:16][C:17]([CH3:18])([CH3:19])[CH3:20])[CH2:12][CH2:13]1.[CH3:22][CH2:23][OH:24]>>[NH:8]1[CH2:9][CH:10]([CH3:21])[N:11]([C:14](=[O:15])[O:16][C:17]([CH3:18])([CH3:19])[CH3:20])[CH2:12][CH2:13]1. The reactants are C1CCCCC1, C1CCOC1, CN(C)CCN(C)C, C[Si](C)(C)Cl, [Li]C(C)CC, O=C(O)c1ccccc1Cl, O=C(O)CC(O)(CC(=O)O)C(=O)O. Yields the product C[Si](C)(C)c1cccc(Cl)c1C(=O)O. Reaction SMILES: [CH2:24]1[CH2:25][CH2:26][CH2:27][CH2:28][CH2:29]1.[CH2:48]1[O:49][CH2:50][CH2:51][CH2:52]1.[CH3:11][N:12]([CH3:13])[CH2:14][CH2:15][N:16]([CH3:17])[CH3:18].[CH3:30][Si:31]([CH3:32])([CH3:33])[Cl:34].[CH:19]([Li:20])([CH2:21][CH3:22])[CH3:23].[OH:1][C:2](=[O:3])[c:4]1[cH:5][cH:6][cH:7][cH:8][c:9]1[Cl:10].[OH:35][C:36]([CH2:37][C:38]([C:39](=[O:40])[OH:41])([CH2:42][C:43](=[O:44])[OH:45])[OH:46])=[O:47]>>[OH:1][C:2](=[O:3])[c:4]1[c:5]([Si:31]([CH3:30])([CH3:32])[CH3:33])[cH:6][cH:7][cH:8][c:9]1[Cl:10]. Reactants: ClC(Cl)(OC(OC(Cl)(Cl)Cl)=O)Cl (triphosgene), BrC1=C(C(=NC=C1)NN)I (4-bromo-2-hydrazinyl-3-iodopyridine), C(C)#N.O.C(=O)(C(F)(F)F)O (acetonitrile water TFA). Run in C1CCOC1 (THF). Conditions: temperature 20 celsius, time 2 hour. The product is BrC1=C(C=2N(C=C1)C(NN2)=O)I (7-bromo-8-iodo-[1,2,4]triazolo[4,3-a]pyridin-3(2H)-one). Yield: 97.1%. RXN SMILES: ClC(Cl)(O[C:5](=[O:11])OC(Cl)(Cl)Cl)Cl.[Br:13][C:14]1[CH:19]=[CH:18][N:17]=[C:16]([NH:20][NH2:21])[C:15]=1[I:22].C(#N)C.O.C(O)(C(F)(F)F)=O>C1COCC1>[Br:13][C:14]1[CH:19]=[CH:18][N:17]2[C:5](=[O:11])[NH:21][N:20]=[C:16]2[C:15]=1[I:22] |f:2.3.4|. Procedure: To a solution of triphosgene (91.7 g, 309 mmol) in THF (800 mL) was added 4-bromo-2-hydrazinyl-3-iodopyridine (32.3 g, 103 mmol) in several portions over 1 h at 20° C. The resulting reaction mixture was stirred for an additional 2 h at 20° C. The reaction was monitored by HPLC (acetonitrile-water-TFA) and completed in 2 h. The reaction mixture was cooled in ice bath and quenched by careful addition of H2O (800 mL). A large amount of solid was precipitated. This was filtered and successively wash...